This data is from the Open Reaction Database (ORD), a public repository of structured organic reaction records. The task is: describe an organic reaction: reactants, conditions, products, and yield The reactants are C1(=CC=CC=C1)C1=NNC2=C(C=CC=C12)C(F)(F)F (3-Phenyl-7-trifluoromethylindazole), C1(=CC=CC=C1)B(O)O (phenyl boronic acid), copper II acetate, N1=CC=CC=C1 (pyridine). Solvent: C(Cl)Cl (methylene chloride). Product: C1(=CC=CC=C1)N1N=C2C(=CC=CC2=C1C1=CC=CC=C1)C(F)(F)F (2,3-DIPHENYL-7-(TRIFLUOROMETHYL)-2H-INDAZOLE). Isolated yield 15.6%. As a reaction SMILES: [C:1]1([C:7]2[C:15]3[C:10](=[C:11]([C:16]([F:19])([F:18])[F:17])[CH:12]=[CH:13][CH:14]=3)[NH:9][N:8]=2)[CH:6]=[CH:5][CH:4]=[CH:3][CH:2]=1.[C:20]1(B(O)O)[CH:25]=[CH:24][CH:23]=[CH:22][CH:21]=1.N1C=CC=CC=1>C(Cl)Cl>[C:20]1([N:8]2[C:7]([C:1]3[CH:2]=[CH:3][CH:4]=[CH:5][CH:6]=3)=[C:15]3[C:10]([C:11]([C:16]([F:18])([F:19])[F:17])=[CH:12][CH:13]=[CH:14]3)=[N:9]2)[CH:25]=[CH:24][CH:23]=[CH:22][CH:21]=1. Reported procedure: 3-Phenyl-7-trifluoromethylindazole (0.2 g, 0.76 mmol), phenyl boronic acid (186 mg, 1.53 mmol), copper II acetate (208 mg, 1.14 mmol), and pyridine (93 uL, 1.14 mmol) in 6 mL methylene chloride were stirred at room temperature for 72 hours. The reaction mixture was filtered through Celite®, poured into NH4Cl (sat. soln.) and extracted with EtOAc. The combined organic layers were dried with Na2SO4, concentrated and the resulting residue was purified by HPLC (10-100% CH3CN—H2O) to provide the desi...